This data is from the Open Reaction Database (ORD), a public repository of structured organic reaction records. The task is: describe an organic reaction: reactants, conditions, products, and yield The reactants are CC(=O)OCC1OC(n2cnc3c(Cl)ncnc32)C2OC(C)(C)OC12, [Cl-], [Cl-], Fc1ccc(C[Zn+])cc1, [NH4+], C1CCOC1, c1ccc(P(c2ccccc2)(c2ccccc2)[Pd](P(c2ccccc2)(c2ccccc2)c2ccccc2)(P(c2ccccc2)(c2ccccc2)c2ccccc2)P(c2ccccc2)(c2ccccc2)c2ccccc2)cc1. Product: CC(=O)OCC1OC(n2cnc3c(Cc4ccc(F)cc4)ncnc32)C2OC(C)(C)OC12. Reaction SMILES: [C:1]([CH3:2])(=[O:3])[O:4][CH2:5][CH:6]1[O:7][CH:8]([n:16]2[c:17]3[n:18][cH:19][n:20][c:21]([Cl:25])[c:22]3[n:23][cH:24]2)[CH:9]2[O:10][C:11]([CH3:14])([CH3:15])[O:12][CH:13]12.[Cl-:26].[Cl-:36].[F:27][c:28]1[cH:29][cH:30][c:31]([CH2:32][Zn+:33])[cH:34][cH:35]1.[NH4+:37].[O:38]1[CH2:39][CH2:40][CH2:41][CH2:42]1.[cH:43]1[cH:44][cH:45][c:46]([P:47]([Pd:48]([P:49]([c:50]2[cH:51][cH:52][cH:53][cH:54][cH:55]2)([c:56]2[cH:57][cH:58][cH:59][cH:60][cH:61]2)[c:62]2[cH:63][cH:64][cH:65][cH:66][cH:67]2)([P:68]([c:69]2[cH:70][cH:71][cH:72][cH:73][cH:74]2)([c:75]2[cH:76][cH:77][cH:78][cH:79][cH:80]2)[c:81]2[cH:82][cH:83][cH:84][cH:85][cH:86]2)[P:87]([c:88]2[cH:89][cH:90][cH:91][cH:92][cH:93]2)([c:94]2[cH:95][cH:96][cH:97][cH:98][cH:99]2)[c:100]2[cH:101][cH:102][cH:103][cH:104][cH:105]2)([c:106]2[cH:107][cH:108][cH:109][cH:110][cH:111]2)[c:112]2[cH:113][cH:114][cH:115][cH:116][cH:117]2)[cH:118][cH:119]1>>[C:1]([CH3:2])(=[O:3])[O:4][CH2:5][CH:6]1[O:7][CH:8]([n:16]2[c:17]3[n:18][cH:19][n:20][c:21]([CH2:32][c:31]4[cH:30][cH:29][c:28]([F:27])[cH:35][cH:34]4)[c:22]3[n:23][cH:24]2)[CH:9]2[O:10][C:11]([CH3:14])([CH3:15])[O:12][CH:13]12. The product is C=CCOC(=O)c1cccn1NCc1ccc(F)cc1. Reactants: [BH3-]C#N, C=CCOC(=O)c1cccn1N, CC(=O)O, CO, O=Cc1ccc(F)cc1, [Na+]. RXN SMILES: [C:1]([BH3-:2])#[N:3].[CH2:5]([CH:6]=[CH2:7])[O:8][C:9](=[O:10])[c:11]1[n:12]([NH2:16])[cH:13][cH:14][cH:15]1.[CH3:26][C:27](=[O:28])[OH:29].[CH3:30][OH:31].[F:17][c:18]1[cH:19][cH:20][c:21]([CH:22]=[O:23])[cH:24][cH:25]1.[Na+:4]>>[CH2:5]([CH:6]=[CH2:7])[O:8][C:9](=[O:10])[c:11]1[n:12]([NH:16][CH2:22][c:21]2[cH:20][cH:19][c:18]([F:17])[cH:25][cH:24]2)[cH:13][cH:14][cH:15]1. Starting materials: O=C1C(CCC2=C(N1)C=CC=C2)CC(=O)O ((2-oxo-2,3,4,5-tetrahydro-1H-benzo[b]azepin-3-yl)-acetic acid), C(C)C(=O)Cl (EtCOCl), NO (NH2OH). Yields the product ONC(CC1CCC2=C(NC1=O)C=CC=C2)=O (N-hydroxy-2-(2-oxo-2,3,4,5-tetrahydro-1H-benzo[b]azepin-3-yl)-acetamide). As a reaction SMILES: [O:1]=[C:2]1[NH:8][C:7]2[CH:9]=[CH:10][CH:11]=[CH:12][C:6]=2[CH2:5][CH2:4][CH:3]1[CH2:13][C:14]([OH:16])=O.C(C(Cl)=O)C.[NH2:22][OH:23]>>[OH:23][NH:22][C:14](=[O:16])[CH2:13][CH:3]1[C:2](=[O:1])[NH:8][C:7]2[CH:9]=[CH:10][CH:11]=[CH:12][C:6]=2[CH2:5][CH2:4]1. Procedure: The (2-oxo-2,3,4,5-tetrahydro-1H-benzo[b]azepin-3-yl)-acetic acid is treated with EtCOCl and freshly prepared NH2OH by following a similar procedure described in example 1 to provide the title compound N-hydroxy-2-(2-oxo-2,3,4,5-tetrahydro-1H-benzo[b]azepin-3-yl)-acetamide which is purified by preparative LC/MS. 1H NMR (400 MHz, MeOD) δ 7.28 (m, 2H), 7.17(dt, 1H, J=1.2 Hz, J=8.0 Hz), 7.04 (dd, 1H, J=1.2 Hz, J 8.0 Hz), 2.90 (m, 2H), 2.72 (m, 1H), 2.55 (m, 1H), 2.28 (m, 1H), 2.15 (m, 1H), 1.97 (m,... Starting materials: OC1=C2CCN(C(C2=CC(=C1)C(=O)OC)=O)CC(C)C (methyl 5-hydroxy-2-isobutyl-1-oxo-1,2,3,4-tetrahydroisoquinoline-7-carboxylate), CS(=O)(=O)C1=CC=C(C=C1)F (4-fluorophenyl methyl sulfone), C(=O)([O-])[O-].[Cs+].[Cs+] (Cs2CO3). The reagents and catalysts are [Cu]I (CuI). Run in CN(C)C=O (DMF). Conditions: temperature 100 celsius. Product: C(C(C)C)N1C(C2=CC(=CC(=C2CC1)OC1=CC=C(C=C1)S(=O)(=O)C)C(=O)OC)=O (Methyl 2-isobutyl-5-[4-(methylsulfonyl)phenoxy]-1-oxo-1,2,3,4-tetrahydroisoquinoline-7-carboxylate). RXN SMILES: [OH:1][C:2]1[CH:11]=[C:10]([C:12]([O:14][CH3:15])=[O:13])[CH:9]=[C:8]2[C:3]=1[CH2:4][CH2:5][N:6]([CH2:17][CH:18]([CH3:20])[CH3:19])[C:7]2=[O:16].[CH3:21][S:22]([C:25]1[CH:30]=[CH:29][C:28](F)=[CH:27][CH:26]=1)(=[O:24])=[O:23].C([O-])([O-])=O.[Cs+].[Cs+]>CN(C=O)C.[Cu]I>[CH2:17]([N:6]1[CH2:5][CH2:4][C:3]2[C:8](=[CH:9][C:10]([C:12]([O:14][CH3:15])=[O:13])=[CH:11][C:2]=2[O:1][C:28]2[CH:29]=[CH:30][C:25]([S:22]([CH3:21])(=[O:24])=[O:23])=[CH:26][CH:27]=2)[C:7]1=[O:16])[CH:18]([CH3:20])[CH3:19] |f:2.3.4|. Procedure details: A mixture of methyl 5-hydroxy-2-isobutyl-1-oxo-1,2,3,4-tetrahydroisoquinoline-7-carboxylate (250 mg, 0.90 mmol), 4-fluorophenyl methyl sulfone (236 mg, 1.35 mmol), Cs2CO3 (441 mg, 1.35 mmol) and CuI (100 mg, 1 mmol) in DMF (20 mL) was heated to 100° C. for 4 hours. The solvent was removed under reduced pressure. The residue was poured into water (20 mL) and extracted with EtOAc (50 mL×2). The combined organic layers was washed with brine (20 mL×2), dried over Na2SO4 and concentrated. The product... The reactants are Nc1cc(-c2ccncc2F)c(-c2cccnc2)nc1N, Cc1ccc(C(=O)Cl)cc1F, c1ccncc1. Yields the product Cc1ccc(C(=O)Nc2cc(-c3ccncc3F)c(-c3cccnc3)nc2N)cc1F. As a reaction SMILES: [F:1][c:2]1[cH:3][n:4][cH:5][cH:6][c:7]1-[c:8]1[c:9](-[c:16]2[cH:17][n:18][cH:19][cH:20][cH:21]2)[n:10][c:11]([NH2:15])[c:12]([NH2:14])[cH:13]1.[F:22][c:23]1[cH:24][c:25]([C:26](=[O:27])[Cl:28])[cH:29][cH:30][c:31]1[CH3:32].[cH:33]1[cH:34][cH:35][n:36][cH:37][cH:38]1>>[F:1][c:2]1[cH:3][n:4][cH:5][cH:6][c:7]1-[c:8]1[c:9](-[c:16]2[cH:17][n:18][cH:19][cH:20][cH:21]2)[n:10][c:11]([NH2:15])[c:12]([NH:14][C:26]([c:25]2[cH:24][c:23]([F:22])[c:31]([CH3:32])[cH:30][cH:29]2)=[O:27])[cH:13]1. The reactants are COC(Cn1ncc2cc(Oc3ccc(F)cc3CNC(=O)Nc3cc(C(C)(C)C)nn3-c3ccc(C)cc3)ccc21)OC, ClCCl, C[Si](C)(C)I. Product: Cc1ccc(-n2nc(C(C)(C)C)cc2NC(=O)NCc2cc(F)ccc2Oc2ccc3c(cnn3CC=O)c2)cc1. As a reaction SMILES: [C:1]([CH3:2])([CH3:3])([CH3:4])[c:5]1[n:6][n:7](-[c:38]2[cH:39][cH:40][c:41]([CH3:44])[cH:42][cH:43]2)[c:8]([NH:10][C:11](=[O:12])[NH:13][CH2:14][c:15]2[c:16]([O:22][c:23]3[cH:24][c:25]4[cH:26][n:27][n:28]([CH2:32][CH:33]([O:34][CH3:37])[O:35][CH3:36])[c:29]4[cH:30][cH:31]3)[cH:17][cH:18][c:19]([F:21])[cH:20]2)[cH:9]1.[Cl:50][CH2:51][Cl:52].[I:45][Si:46]([CH3:47])([CH3:48])[CH3:49]>>[C:1]([CH3:2])([CH3:3])([CH3:4])[c:5]1[n:6][n:7](-[c:38]2[cH:39][cH:40][c:41]([CH3:44])[cH:42][cH:43]2)[c:8]([NH:10][C:11](=[O:12])[NH:13][CH2:14][c:15]2[c:16]([O:22][c:23]3[cH:24][c:25]4[cH:26][n:27][n:28]([CH2:32][CH:33]=[O:34])[c:29]4[cH:30][cH:31]3)[cH:17][cH:18][c:19]([F:21])[cH:20]2)[cH:9]1. Reagents/catalysts: C(C)(=O)O (acetic acid). Reaction conditions: time 5 hour. Run in ClCCl (dichloromethane), ClCCl (dichloromethane). Procedure details: The product of Example 64, (5-Chloro-1H-indol-2-yl)-(3-methyl-piperazin-1-yl)-methanone (0.19 g) was dissolved in dichloromethane (10 mL). At room temperature, paraformaldehyde (0.031 g) was added, followed by acetic acid (1 drop). The reaction mixture was stirred at ambient temperature for 5 h. Sodium triacetoxybrohydride (0.318 g) was added. The reaction mixture was stirred at ambient temperature for 16 h and poured into dichloromethane (20 mL), washed with water, saturated sodium hydrogencarb... The reactants are C=O (paraformaldehyde), [Na] (Sodium), ClC=1C=C2C=C(NC2=CC1)C(=O)N1CC(NCC1)C ((5-Chloro-1H-indol-2-yl)-(3-methyl-piperazin-1-yl)-methanone), ClC=1C=C2C=C(NC2=CC1)C(=O)N1CC(NCC1)C ((5-Chloro-1H-indol-2-yl)-(3-methyl-piperazin-1-yl)-methanone). Reaction SMILES: [Cl:1][C:2]1[CH:3]=[C:4]2[C:8](=[CH:9][CH:10]=1)[NH:7][C:6]([C:11]([N:13]1[CH2:18][CH2:17][NH:16][CH:15]([CH3:19])[CH2:14]1)=[O:12])=[CH:5]2.[CH2:20]=O.[Na]>ClCCl.C(O)(=O)C>[Cl:1][C:2]1[CH:3]=[C:4]2[C:8](=[CH:9][CH:10]=1)[NH:7][C:6]([C:11]([N:13]1[CH2:18][CH2:17][N:16]([CH3:20])[CH:15]([CH3:19])[CH2:14]1)=[O:12])=[CH:5]2 |^1:21|. Yields the product ClC=1C=C2C=C(NC2=CC1)C(=O)N1CC(N(CC1)C)C ((5-Chloro-1H-indol-2-yl)-(3,4-dimethyl-piperazin-1-yl)-methanone). Reactants: [N+](=O)(O)[O-] (nitric acid), [N+](=O)(O)[O-] (nitric acid), O=P12OP3(=O)OP(=O)(O1)OP(=O)(O2)O3 (P2O5), O=P12OP3(=O)OP(=O)(O1)OP(=O)(O2)O3 (P2O5), [Cl-].[Cl-].[Cl-].[Cl-].[Hf+4] (Hafnium tetrachloride). Reaction conditions: temperature 30 celsius. Product: [N+](=O)([O-])[O-].[Hf+4].[N+](=O)([O-])[O-].[N+](=O)([O-])[O-].[N+](=O)([O-])[O-] (hafnium nitrate). Reaction SMILES: [N+:1]([O-:4])([OH:3])=[O:2].O=P12OP3(OP(OP(O3)(O1)=O)(=O)O2)=O.[Cl-].[Cl-].[Cl-].[Cl-].[Hf+4:23]>>[N+:1]([O-:4])([O-:3])=[O:2].[Hf+4:23].[N+:1]([O-:4])([O-:3])=[O:2].[N+:1]([O-:4])([O-:3])=[O:2].[N+:1]([O-:4])([O-:3])=[O:2] |f:2.3.4.5.6,7.8.9.10.11|. Procedure: Nitrogen is produced as a result of the reaction between phosphorus pentoxide (P2O5) and fuming nitric acid (HNO3). P2O5is placed in flask 12. Fuming nitric acid is placed in dropping funnel 14 and is slowly dropped into the P2O5 in flask 12. Hafnium tetrachloride is placed in flask 20, with stirring bar 22, and is cooled using liquid nitrogen bath 26. When fuming nitric acid is dropped into flask 12 and quickly reacted with P2O5, N2O5 is produced, and condensed into flask 20. When sufficient N2... Reactants: COC(=O)c1c(O)ccc2cc(C#N)ccc12, CO, Cl, [K+], [OH-], O. Yields the product N#Cc1ccc2c(C(=O)O)c(O)ccc2c1. As a reaction SMILES: [C:3](#[N:4])[c:5]1[cH:6][c:7]2[cH:8][cH:9][c:10]([OH:19])[c:11]([C:15](=[O:16])[O:17][CH3:18])[c:12]2[cH:13][cH:14]1.[CH3:22][OH:23].[ClH:20].[K+:2].[OH-:1].[OH2:21]>>[C:3](#[N:4])[c:5]1[cH:6][c:7]2[cH:8][cH:9][c:10]([OH:19])[c:11]([C:15](=[O:16])[OH:17])[c:12]2[cH:13][cH:14]1.